This data is from the Open Reaction Database (ORD), a public repository of structured organic reaction records. The task is: describe an organic reaction: reactants, conditions, products, and yield Starting materials: CCOC(=O)C(CCc1ccccc1)CC(=O)c1ccc(Br)cc1, Cc1ccccc1, O=[N+]([O-])c1ccc(B(O)O)cc1, [Na+], [Na+], O=C([O-])[O-], C1COCCO1. The product is CCOC(=O)C(CCc1ccccc1)CC(=O)c1ccc(-c2ccc([N+](=O)[O-])cc2)cc1. Reaction SMILES: [Br:1][c:2]1[cH:3][cH:4][c:5]([C:8]([CH2:9][CH:10]([C:11](=[O:12])[O:13][CH2:14][CH3:15])[CH2:16][CH2:17][c:18]2[cH:19][cH:20][cH:21][cH:22][cH:23]2)=[O:24])[cH:6][cH:7]1.[CH3:37][c:38]1[cH:39][cH:40][cH:41][cH:42][cH:43]1.[N+:25](=[O:26])([O-:27])[c:28]1[cH:29][cH:30][c:31]([B:34]([OH:35])[OH:36])[cH:32][cH:33]1.[Na+:44].[Na+:45].[O-:46][C:47](=[O:48])[O-:49].[O:50]1[CH2:51][CH2:52][O:53][CH2:54][CH2:55]1>>[c:2]1(-[c:31]2[cH:30][cH:29][c:28]([N+:25](=[O:26])[O-:27])[cH:33][cH:32]2)[cH:3][cH:4][c:5]([C:8]([CH2:9][CH:10]([C:11](=[O:12])[O:13][CH2:14][CH3:15])[CH2:16][CH2:17][c:18]2[cH:19][cH:20][cH:21][cH:22][cH:23]2)=[O:24])[cH:6][cH:7]1. Reactants: ClC=1C=C(C2=C(N1)N(N=C2C)C(C)C)C(=O)NCC=2C(NC(=CC2C)C)=O (6-chloro-N-[(4,6-dimethyl-2-oxo-1,2-dihydro-3-pyridinyl)methyl]-3-methyl-1-(1-methylethyl)-1H-pyrazolo[3,4-b]pyridine-4-carboxamide), CC1(OB(OC1(C)C)C1=CC=2C(=NON2)C=C1)C (5-(4,4,5,5-tetramethyl-1,3,2-dioxaborolan-2-yl)-2,1,3-benzoxadiazole), C([O-])([O-])=O.[Na+].[Na+] (sodium carbonate). The reagents and catalysts are Cl[Pd]([P](C1=CC=CC=C1)(C2=CC=CC=C2)C3=CC=CC=C3)([P](C4=CC=CC=C4)(C5=CC=CC=C5)C6=CC=CC=C6)Cl (bis(triphenylphosphine)palladium(II) chloride). Run in CS(=O)C (DMSO). Conditions: time 8 hour. Product: NC1=NC2=CC=C(C=C2C=N1)C=1C=C(C2=C(N1)N(N=C2C)C(C)C)C(=O)NCC=2C(NC(=CC2C)C)=O (6-(2-Amino-6-quinazolinyl)-N-[(4,6-dimethyl-2-oxo-1,2-dihydro-3-pyridinyl)methyl]-3-methyl-1-(1-methylethyl)-1H-pyrazolo[3,4-b]pyridine-4-carboxamide). Reaction SMILES: Cl[C:2]1[CH:3]=[C:4]([C:15]([NH:17][CH2:18][C:19]2[C:20](=[O:27])[NH:21][C:22]([CH3:26])=[CH:23][C:24]=2[CH3:25])=[O:16])[C:5]2[C:10]([CH3:11])=[N:9][N:8]([CH:12]([CH3:14])[CH3:13])[C:6]=2[N:7]=1.CC1(C)C(C)(C)OB([C:36]2[CH:44]=[CH:43][C:39]3=NO[N:42]=[C:38]3[CH:37]=2)O1.C(=O)([O-])[O-].[Na+].[Na+]>Cl[Pd](Cl)([P](C1C=CC=CC=1)(C1C=CC=CC=1)C1C=CC=CC=1)[P](C1C=CC=CC=1)(C1C=CC=CC=1)C1C=CC=CC=1.CS(C)=O>[NH2:8][C:6]1[N:7]=[CH:2][C:39]2[C:38](=[CH:37][CH:36]=[C:44]([C:2]3[CH:3]=[C:4]([C:15]([NH:17][CH2:18][C:19]4[C:20](=[O:27])[NH:21][C:22]([CH3:26])=[CH:23][C:24]=4[CH3:25])=[O:16])[C:5]4[C:10]([CH3:11])=[N:9][N:8]([CH:12]([CH3:14])[CH3:13])[C:6]=4[N:7]=3)[CH:43]=2)[N:42]=1 |f:2.3.4,^1:54,73|. Procedure details: The title compound was prepared in the same manner as described in example 74 using 6-chloro-N-[(4,6-dimethyl-2-oxo-1,2-dihydro-3-pyridinyl)methyl]-3-methyl-1-(1-methylethyl)-1H-pyrazolo[3,4-b]pyridine-4-carboxamide (70 mg, 0.180 mmol), 5-(4,4,5,5-tetramethyl-1,3,2-dioxaborolan-2-yl)-2,1,3-benzoxadiazole (57.7 mg, 0.235 mmol), DMSO (2 mL), sodium carbonate (0.271 mL, 0.541 mmol), and bis(triphenylphosphine)palladium(II) chloride (12.67 mg, 0.018 mmol), wherein the reaction time was 8 h. The fina... Reactants: 1E, BrC1=C2C(C(N(C2=CC=C1)CCCCC)=O)C1=CC2=C(OCO2)C=C1O (4-bromo-3-(6-hydroxy-1,3-benzodioxol-5-yl)-1-pentyl-1,3-dihydro-2H-indol-2-one), OC1=C(C=C2CCCC2=C1)C1C(N(C2=CC=CC=C12)CC(=O)OCC)=O (ethyl [3-(6-hydroxy-2,3-dihydro-1H-inden-5-yl)-2-oxo-2,3-dihydro-1H-indol-1-yl]acetate). The product is OC1=C(C=C2CCCC2=C1)C1(C(N(C2=CC=CC=C12)CC(=O)OCC)=O)CO (ethyl [3-(6-hydroxy-2,3-dihydro-1H-inden-5-yl)-3-(hydroxymethyl)-2-oxo-2,3-dihydro-1H-indol-1-yl]acetate). Reaction SMILES: BrC1C=CC=C2C=1C(C1C(O)=CC3OCOC=3C=1)[C:5](=[O:16])N2CCCCC.[OH:27][C:28]1[CH:36]=[C:35]2[C:31]([CH2:32][CH2:33][CH2:34]2)=[CH:30][C:29]=1[CH:37]1[C:45]2[C:40](=[CH:41][CH:42]=[CH:43][CH:44]=2)[N:39]([CH2:46][C:47]([O:49][CH2:50][CH3:51])=[O:48])[C:38]1=[O:52]>>[OH:27][C:28]1[CH:36]=[C:35]2[C:31]([CH2:32][CH2:33][CH2:34]2)=[CH:30][C:29]=1[C:37]1([CH2:5][OH:16])[C:45]2[C:40](=[CH:41][CH:42]=[CH:43][CH:44]=2)[N:39]([CH2:46][C:47]([O:49][CH2:50][CH3:51])=[O:48])[C:38]1=[O:52]. Reported procedure: Following the procedure as described in PREPARATION 1E, and making non-critical variations to replace 4-bromo-3-(6-hydroxy-1,3-benzodioxol-5-yl)-1-pentyl-1,3-dihydro-2H-indol-2-one with ethyl [3-(6-hydroxy-2,3-dihydro-1H-inden-5-yl)-2-oxo-2,3-dihydro-1H-indol-1-yl]acetate, the title compound was obtained: MS (ES+) m/z 364 (M−17), 404 (M+23). Reactants: C(Cl)Cl (methylene chloride), CS(=O)(=O)CCC#N (3-methylsulphonyl-propionitrile), ClCl (chlorine), P(Cl)(Cl)Cl (PCl3), N1=CC=CC=C1 (pyridine), P(Cl)(Cl)Cl (PCl3), N1=CC=CC=C1 (pyridine), ClCl (chlorine). The product is ClC(C#N)=C(S(=O)(=O)C)Cl (2,3-Dichloro-3-methylsulphonyl-acrylonitrile). Isolated yield 21.0%. As a reaction SMILES: C[S:2]([CH2:5]CC#N)(=[O:4])=[O:3].P(Cl)(Cl)Cl.[N:13]1C=CC=[CH:15][CH:14]=1.[Cl:19]Cl.[CH2:21]([Cl:23])Cl>>[Cl:19][C:15](=[C:21]([Cl:23])[S:2]([CH3:5])(=[O:3])=[O:4])[C:14]#[N:13]. Procedure: 31 g (0.23 mol) of 3-methylsulphonyl-propionitrile were melted at 100° C. in a 100 ml four-necked flask, and 2.2 g of PCl3 and 0.7 g of pyridine were added. 34 g of chlorine (0.48 mol) were then introduced at 100° C. during the course of 7 hours. After further addition of 1.1 g of PCl3 and 0.4 g of pyridine, 10 g of chlorine were again introduced. After cooling, the reaction mixture was diluted with 30 ml of methylene chloride and extracted twice by shaking with 50 ml of water in each case, and ... Reactants: CC1(OC[C@H](O1)CCO)C (2-((R)-2,2-dimethyl-[1,3]dioxolan-4-yl)-ethanol), CS(=O)(=O)Cl (methanesulfonyl chloride), C(C)(C)N(CC)C(C)C (diisopropylethylamine), C(C)(C)(C)C1=NC=C(C(=N1)OCC)C=1N(C(C(N1)(C)C1=CC=C(C=C1)Cl)(C)C1=CC=C(C=C1)Cl)C(=O)N1CCNCC1 ([2-(2-tert-butyl-4-ethoxy-pyrimidin-5-yl)-4,5-bis-(4-chloro-phenyl)-4,5-dimethyl-4,5-dihydro-imidazol-1-yl]-piperazin-1-yl-methanone), CC1(OC[C@H](O1)CCOS(=O)(=O)C)C (methanesulfonic acid 2-((R)-2,2-dimethyl-[1,3]dioxolan-4-yl)-ethyl ester). Run in CN(C=O)C (dimethylformamide), C(C)N(CC)CC (triethylamine), C(C)(=O)OCC (ethyl acetate). Run at temperature 180 celsius. Product: C(C)(C)(C)C1=NC=C(C(=N1)OCC)C=1N([C@]([C@](N1)(C)C1=CC=C(C=C1)Cl)(C)C1=CC=C(C=C1)Cl)C(=O)N1CCN(CC1)CC[C@H]1OC(OC1)(C)C (rac-[(4S*,5R*)-2-(2-tert-butyl-4-ethoxy-pyrimidin-5-yl)-4,5-bis-(4-chloro-phenyl)-4,5-dimethyl-4,5-dihydro-imidazol-1-yl]-{4-[2-((R)-2,2-dimethyl-[1,3]dioxolan-4-yl)-ethyl]-piperazin-1-yl}-methanone). As a reaction SMILES: [C:1]([C:5]1[N:10]=[C:9]([O:11][CH2:12][CH3:13])[C:8]([C:14]2[N:15]([C:35]([N:37]3[CH2:42][CH2:41][NH:40][CH2:39][CH2:38]3)=[O:36])[C:16]([C:28]3[CH:33]=[CH:32][C:31]([Cl:34])=[CH:30][CH:29]=3)([CH3:27])[C:17]([C:20]3[CH:25]=[CH:24][C:23]([Cl:26])=[CH:22][CH:21]=3)([CH3:19])[N:18]=2)=[CH:7][N:6]=1)([CH3:4])([CH3:3])[CH3:2].[CH3:43][C:44]1([CH3:56])[O:48][C@H:47]([CH2:49][CH2:50]OS(C)(=O)=O)[CH2:46][O:45]1.CC1(C)O[C@H](CCO)CO1.CS(Cl)(=O)=O.C(N(C(C)C)CC)(C)C>CN(C)C=O.C(OCC)(=O)C.C(N(CC)CC)C>[C:1]([C:5]1[N:10]=[C:9]([O:11][CH2:12][CH3:13])[C:8]([C:14]2[N:15]([C:35]([N:37]3[CH2:42][CH2:41][N:40]([CH2:50][CH2:49][C@@H:47]4[CH2:46][O:45][C:44]([CH3:56])([CH3:43])[O:48]4)[CH2:39][CH2:38]3)=[O:36])[C@@:16]([C:28]3[CH:33]=[CH:32][C:31]([Cl:34])=[CH:30][CH:29]=3)([CH3:27])[C@@:17]([C:20]3[CH:21]=[CH:22][C:23]([Cl:26])=[CH:24][CH:25]=3)([CH3:19])[N:18]=2)=[CH:7][N:6]=1)([CH3:2])([CH3:3])[CH3:4]. Procedure details: The mixture of [2-(2-tert-butyl-4-ethoxy-pyrimidin-5-yl)-4,5-bis-(4-chloro-phenyl)-4,5-dimethyl-4,5-dihydro-imidazol-1-yl]-piperazin-1-yl-methanone (80 mg, 0.13 mmol), methanesulfonic acid 2-((R)-2,2-dimethyl-[1,3]dioxolan-4-yl)-ethyl ester (437 mg, 1.95 mmol, prepared from 2-((R)-2,2-dimethyl-[1,3]dioxolan-4-yl)-ethanol and methanesulfonyl chloride in the present of triethylamine) and diisopropylethylamine (110 uL, 0.65 mmol) in dry dimethylformamide (3 mL) was heated in the microwave at 180° C... The reactants are C(C)OC(C1=CC=C(C=C1)C(CCC)OC1=CC(=C(C(=C1)F)N1N=CC(=C1)C(F)(F)F)F)=O ((+/−)-4-{1-[3,5-difluoro-4-(4-trifluoromethyl-pyrazol-1-yl)-phenoxy]-butyl}benzoic acid ethyl ester), C(C)#N (acetonitrile), C(C)#N (acetonitrile), C(=O)(C(F)(F)F)O (TFA), C(C)#N (acetonitrile). Yields the product FC=1C=C(OC(CCC)C2=CC=C(C(=O)NCCC(=O)O)C=C2)C=C(C1N1N=CC(=C1)C(F)(F)F)F ((+/−)-3-(4-{1-[3,5-difluoro-4-(4-trifluoromethyl-pyrazol-1-yl)-phenoxy]-butyl}-benzoylamino)-propionic acid). As a reaction SMILES: C(O[C:4](=[O:33])[C:5]1[CH:10]=[CH:9][C:8]([CH:11]([O:15][C:16]2[CH:21]=[C:20]([F:22])[C:19]([N:23]3[CH:27]=[C:26]([C:28]([F:31])([F:30])[F:29])[CH:25]=[N:24]3)=[C:18]([F:32])[CH:17]=2)[CH2:12][CH2:13][CH3:14])=[CH:7][CH:6]=1)C.[C:34]([OH:40])([C:36](F)(F)F)=[O:35].[C:41](#[N:43])C>>[F:22][C:20]1[CH:21]=[C:16]([CH:17]=[C:18]([F:32])[C:19]=1[N:23]1[CH:27]=[C:26]([C:28]([F:29])([F:31])[F:30])[CH:25]=[N:24]1)[O:15][CH:11]([C:8]1[CH:7]=[CH:6][C:5]([C:4]([NH:43][CH2:41][CH2:36][C:34]([OH:40])=[O:35])=[O:33])=[CH:10][CH:9]=1)[CH2:12][CH2:13][CH3:14]. Reported procedure: The title compound was prepared by a method analogous to that described for Example 20 using (+/−)-4-{1-[3,5-difluoro-4-(4-trifluoromethyl-pyrazol-1-yl)-phenoxy]-butyl}benzoic acid ethyl ester. Column: Waters Atlantis d C18 4.6×50 mm, 5 μm; Modifier: TFA 0.05%; Gradient: 95% H20/5% acetonitrile linear to 5% H20/95% acetonitrile over 4.0 min, hold at 5% H20/95% acetonitrile to 5.0 min. Flow: 2.0 mL/min.; Retention time: 3.31 minutes. MS (M+1): 512.1.